This data is from the Open Reaction Database (ORD), a public repository of structured organic reaction records. The task is: describe an organic reaction: reactants, conditions, products, and yield Reactants: CCCC[N+](CCCC)(CCCC)CCCC, Cc1ccccc1, Fc1ccc(CBr)cc1, [K+], Nc1c2c(nc3ccccc13)CCCC2=O, [OH-], O=S(=O)([O-])O. Product: O=C1CCCc2nc3ccccc3c(NCc3ccc(F)cc3)c21. Reaction SMILES: [CH2:40]([N+:41]([CH2:42][CH2:43][CH2:44][CH3:45])([CH2:46][CH2:47][CH2:48][CH3:49])[CH2:50][CH2:51][CH2:52][CH3:53])[CH2:54][CH2:55][CH3:56].[CH3:28][c:29]1[cH:30][cH:31][cH:32][cH:33][cH:34]1.[F:19][c:20]1[cH:21][cH:22][c:23]([CH2:24][Br:25])[cH:26][cH:27]1.[K+:2].[NH2:3][c:4]1[c:5]2[cH:6][cH:7][cH:8][cH:9][c:10]2[n:11][c:12]2[c:17]1[C:16](=[O:18])[CH2:15][CH2:14][CH2:13]2.[OH-:1].[S:35]([O-:36])([OH:37])(=[O:38])=[O:39]>>[NH:3]([c:4]1[c:5]2[cH:6][cH:7][cH:8][cH:9][c:10]2[n:11][c:12]2[c:17]1[C:16](=[O:18])[CH2:15][CH2:14][CH2:13]2)[CH2:24][c:23]1[cH:22][cH:21][c:20]([F:19])[cH:27][cH:26]1. Starting materials: Cl, CNCc1cn(C)c2c(F)cccc12, Nc1ccc(C=CC(=O)O)cn1, O=C(O)C=Cc1cnc2c(c1)CCC(=O)N2. Yields the product CN(Cc1cn(C)c2c(F)cccc12)C(=O)C=Cc1ccc(N)nc1. Reaction SMILES: [ClH:27].[F:1][c:2]1[cH:3][cH:4][cH:5][c:6]2[c:7]([CH2:12][NH:13][CH3:14])[cH:8][n:9]([CH3:11])[c:10]12.[NH2:15][c:16]1[cH:17][cH:18][c:19]([CH:22]=[CH:23][C:24](=[O:25])[OH:26])[cH:20][n:21]1.[O:28]=[C:29]1[NH:30][c:31]2[n:32][cH:33][c:34]([CH:35]=[CH:36][C:37]([OH:38])=[O:39])[cH:40][c:41]2[CH2:42][CH2:43]1>>[F:1][c:2]1[cH:3][cH:4][cH:5][c:6]2[c:7]([CH2:12][N:13]([CH3:14])[C:24]([CH:23]=[CH:22][c:19]3[cH:18][cH:17][c:16]([NH2:15])[n:21][cH:20]3)=[O:26])[cH:8][n:9]([CH3:11])[c:10]12. Starting materials: O (water), [Li+].[Br-] (LiBr), P(Br)(Br)Br (PBr3), COC(C1=C(C=C(C=C1)CO)OC1=CC=CC=C1)=O (4-hydroxymethyl-2-phenoxybenzoic acid methyl ester). The solvent is CN(C)C=O (DMF). Conditions: time 20 minute. Yields the product COC(C1=C(C=C(C=C1)CBr)OC1=CC=CC=C1)=O (4-bromomethyl-2-phenoxybenzoic acid methyl ester). The yield is 96.1%. RXN SMILES: [CH3:1][O:2][C:3](=[O:19])[C:4]1[CH:9]=[CH:8][C:7]([CH2:10]O)=[CH:6][C:5]=1[O:12][C:13]1[CH:18]=[CH:17][CH:16]=[CH:15][CH:14]=1.[Li+].[Br-].P(Br)(Br)[Br:23].O>CN(C=O)C>[CH3:1][O:2][C:3](=[O:19])[C:4]1[CH:9]=[CH:8][C:7]([CH2:10][Br:23])=[CH:6][C:5]=1[O:12][C:13]1[CH:18]=[CH:17][CH:16]=[CH:15][CH:14]=1 |f:1.2|. Procedure: To a solution in DMF (10 mL) of 4-hydroxymethyl-2-phenoxybenzoic acid methyl ester (2.82 g), prepared as in Example 157C, was added LiBr (1.04 g) and PBr3 (3.65 g) and the reaction mixture was stirred for 20 minutes at ambient temperature. The reaction mixture was poured into water and extracted with toluene. The organic phase was washed twice with water, dried over Na2SO4, filtered, and concentrated in vacuo to give 4-bromomethyl-2-phenoxybenzoic acid methyl ester (3.37 g). Product: C(CCC)N1CCC(CC1)CO ((1-Butyl-4-piperidinyl)methanol). Solvent: CCOCC (ether), CCOCC (ether), C(C)O (ethanol), O (water), O (water). Procedure details: A mixture of ethyl isonipecotate (102 g, 0.65 mole) and 1-bromobutane (72 ml, 0.67 mole) in ethanol (1.2 L) was treated with anhydrous potassium carbonate (180 g, 1.3 mole) and heated under reflux for 2 h. The mixture was allowed to cool an then filtered through kieselguhr. The filtrate was concentrated in vacuo to leave a yellow oil, which was dissolved in ether (300 ml) and added dropwise over 20 minutes to a stirred suspension of lithium aluminium hydride (50 g, 1.3 mole) in ether (500 ml) at... Reaction SMILES: [NH:1]1[CH2:11][CH2:10][CH:4]([C:5]([O:7]CC)=O)[CH2:3][CH2:2]1.Br[CH2:13][CH2:14][CH2:15][CH3:16].C(=O)([O-])[O-].[K+].[K+].[H-].[Al+3].[Li+].[H-].[H-].[H-].[OH-].[Na+]>C(O)C.CCOCC.O>[CH2:13]([N:1]1[CH2:2][CH2:3][CH:4]([CH2:5][OH:7])[CH2:10][CH2:11]1)[CH2:14][CH2:15][CH3:16] |f:2.3.4,5.6.7.8.9.10,11.12|. Reactants: [H-].[Al+3].[Li+].[H-].[H-].[H-] (lithium aluminium hydride), N1CCC(C(=O)OCC)CC1 (ethyl isonipecotate), BrCCCC (1-bromobutane), [OH-].[Na+] (NaOH), C([O-])([O-])=O.[K+].[K+] (potassium carbonate). The yield is 79.5%. Conditions: time 18 hour. Reactants: CC=1C=CC2=C(C(C3=C(CC2)C=CC=C3)=O)C1 (3-methyl-10,11-dihydro-5H-dibenzo[a,d]cyclohepten-5-one), BrN1C(CCC1=O)=O (N-bromosuccinimide). Run in C(Cl)(Cl)(Cl)Cl (carbon tetrachloride). Yields the product CC=1C=CC2=C(C(C3=C(C=C2)C=CC=C3)=O)C1 (3-methyl-5H-dibenzo[a,d]cyclohepten-5-one). Isolated yield 74.1%. RXN SMILES: [CH3:1][C:2]1[CH:3]=[CH:4][C:5]2[CH2:11][CH2:10][C:9]3[CH:12]=[CH:13][CH:14]=[CH:15][C:8]=3[C:7](=[O:16])[C:6]=2[CH:17]=1.BrN1C(=O)CCC1=O>C(Cl)(Cl)(Cl)Cl>[CH3:1][C:2]1[CH:3]=[CH:4][C:5]2[CH:11]=[CH:10][C:9]3[CH:12]=[CH:13][CH:14]=[CH:15][C:8]=3[C:7](=[O:16])[C:6]=2[CH:17]=1. Reported procedure: The ketone from Step B (30.25 g) and N-bromosuccinimide (29.1 g) were refluxed in carbon tetrachloride (300 ml) for 5 hrs. The solution was cooled, filtered and evaporated and the residue dissolved in dimethylformamide (100 ml) and 1,5-diazabicyclo[4.3.0]non-5-ene (22 g) added. The solution was heated to 80° for 20 mins, then poured into water (300 ml) and extracted with ether (3×300 ml). The extract was washed with dilute aqueous hydrochloric acid and water, then dried and evaporated. Crystalli... Starting materials: N1CCCC1 (Pyrrolidine), ClCC(=O)N1CCCC1 (N-(chloroacetyl)pyrrolidine), CC=1N=CSC1C (4,5-dimethylthiazole), ClCC(=O)Cl (chloroacetyl chloride), [OH-].[Na+] (Sodium hydroxide), ClCC(=O)Cl (chloroacetyl chloride). Run in C(Cl)Cl (methylene chloride). Reaction conditions: temperature 0 celsius. Yields the product [Cl-].N1(CCCC1)C(C[N+]1=CSC(=C1C)C)=O (3-(2-(1-pyrrolidinyl)-2-oxoethyl)-4,5-dimethyl-thiazolium chloride), ClCC(=O)N1CCCC1 (N-(chloroacetyl)pyrrolidine). Reaction SMILES: [Cl:1][CH2:2][C:3]([N:5]1[CH2:9][CH2:8][CH2:7][CH2:6]1)=[O:4].[CH3:10][C:11]1[N:12]=[CH:13][S:14][C:15]=1[CH3:16].N1CCCC1.ClCC(Cl)=O.[OH-].[Na+]>C(Cl)Cl>[Cl-:1].[N:5]1([C:3](=[O:4])[CH2:2][N+:12]2[C:11]([CH3:10])=[C:15]([CH3:16])[S:14][CH:13]=2)[CH2:9][CH2:8][CH2:7][CH2:6]1.[Cl:1][CH2:2][C:3]([N:5]1[CH2:9][CH2:8][CH2:7][CH2:6]1)=[O:4] |f:4.5,7.8|. Reported procedure: 3-(2-(1-pyrrolidinyl)-2-oxoethyl)-4,5-dimethyl-thiazolium chloride was prepared from the reaction of N-(chloroacetyl)pyrrolidine with 4,5-dimethylthiazole. N-(chloroacetyl)pyrrolidine was prepared as follows. Pyrrolidine (63.9 g, 0.9 mol) was taken in methylene chloride (640 mL) and cooled to 0° C. in a salt-ice bath. To the stirred mixture was added chloroacetyl chloride (101.8 g in 450 mL of CH2, Cl2, 0.9 mol) dropwise keeping the inside temperature below 15° C. After adding the chloroacetyl c... The reactants are ClCCl, CC(O)c1ccc(C(F)(F)Cl)nc1, O=S(Cl)Cl. Yields the product CC(Cl)c1ccc(C(F)(F)Cl)nc1. As a reaction SMILES: [Cl:18][CH2:19][Cl:20].[Cl:1][C:2]([c:3]1[cH:4][cH:5][c:6]([CH:9]([CH3:10])[OH:11])[cH:7][n:8]1)([F:12])[F:13].[S:14]([Cl:15])([Cl:16])=[O:17]>>[Cl:1][C:2]([c:3]1[cH:4][cH:5][c:6]([CH:9]([CH3:10])[Cl:16])[cH:7][n:8]1)([F:12])[F:13]. Starting materials: BrC1=CC=C2CC(N(CC2=C1)C1=NC(=NC(=C1)N1CCN(CC1)C)N)C (4-(7-bromo-3-methyl-3,4-dihydroisoquinolin-2(1H)-yl)-6-(4-methylpiperazin-1-yl)pyrimidin-2-amine), C1(CCCC1)N1N=CC(=C1)B1OC(C(O1)(C)C)(C)C (1-cyclopentyl-4-(4,4,5,5-tetramethyl-1,3,2-dioxaborolan-2-yl)-1H-pyrazole), C([O-])(O)=O.[Na+] (sodium bicarbonate). Reagents/catalysts: C=1C=CC(=CC1)[P](C=2C=CC=CC2)(C=3C=CC=CC3)[Pd]([P](C=4C=CC=CC4)(C=5C=CC=CC5)C=6C=CC=CC6)([P](C=7C=CC=CC7)(C=8C=CC=CC8)C=9C=CC=CC9)[P](C=1C=CC=CC1)(C=1C=CC=CC1)C=1C=CC=CC1 (tetrakis(triphenylphosphine)palladium(0)). The solvent is O1CCOCC1 (1,4-dioxane), O (water), CO (methanol). Conditions: temperature 90 celsius, time 8 hour. Product: C1(CCCC1)N1N=CC(=C1)C1=CC=C2CC(N(CC2=C1)C1=NC(=NC(=C1)N1CCN(CC1)C)N)C (4-[7-(1-cyclopentyl-1H-pyrazol-4-yl)-3-methyl-3,4-dihydroisoquinolin-2(1 H)-yl]-6-(4-methylpiperazin-1-yl)pyrimidin-2-amine). The yield is 49.7%. RXN SMILES: Br[C:2]1[CH:11]=[C:10]2[C:5]([CH2:6][CH:7]([CH3:26])[N:8]([C:12]3[CH:17]=[C:16]([N:18]4[CH2:23][CH2:22][N:21]([CH3:24])[CH2:20][CH2:19]4)[N:15]=[C:14]([NH2:25])[N:13]=3)[CH2:9]2)=[CH:4][CH:3]=1.[CH:27]1([N:32]2[CH:36]=[C:35](B3OC(C)(C)C(C)(C)O3)[CH:34]=[N:33]2)[CH2:31][CH2:30][CH2:29][CH2:28]1.C(=O)(O)[O-].[Na+]>O1CCOCC1.O.CO.C1C=CC([P]([Pd]([P](C2C=CC=CC=2)(C2C=CC=CC=2)C2C=CC=CC=2)([P](C2C=CC=CC=2)(C2C=CC=CC=2)C2C=CC=CC=2)[P](C2C=CC=CC=2)(C2C=CC=CC=2)C2C=CC=CC=2)(C2C=CC=CC=2)C2C=CC=CC=2)=CC=1>[CH:27]1([N:32]2[CH:36]=[C:35]([C:2]3[CH:11]=[C:10]4[C:5]([CH2:6][CH:7]([CH3:26])[N:8]([C:12]5[CH:17]=[C:16]([N:18]6[CH2:23][CH2:22][N:21]([CH3:24])[CH2:20][CH2:19]6)[N:15]=[C:14]([NH2:25])[N:13]=5)[CH2:9]4)=[CH:4][CH:3]=3)[CH:34]=[N:33]2)[CH2:31][CH2:30][CH2:29][CH2:28]1 |f:2.3,^1:63,65,84,103|. Procedure: A mixture of 4-(7-bromo-3-methyl-3,4-dihydroisoquinolin-2(1H)-yl)-6-(4-methylpiperazin-1-yl)pyrimidin-2-amine (10 mg, 0.02 mmol; Peak 1, Example 49, Step 7), 1-cyclopentyl-4-(4,4,5,5-tetramethyl-1,3,2-dioxaborolan-2-yl)-1H-pyrazole (7.5 mg, 0.029 mmol), tetrakis(triphenylphosphine)palladium(0) (1.4 mg, 0.0012 mmol), and sodium bicarbonate (6.0 mg, 0.072 mmol) in 1,4-dioxane (0.2 mL) and water (0.1 mL) was stirred at 90° C. overnight. After cooling, it was diluted with methanol, and purified with... Starting materials: C(=O)([O-])[O-].[K+].[K+] (K2CO3), IC (iodomethane), COC=1C=C(C=CC1)/C=C/C(=O)O ((E)-3-(3-methoxyphenyl)acrylic acid). The solvent is CC(=O)C (acetone). Product: COC=1C=C(C=CC1)/C=C/C(=O)OC ((E)-Methyl 3-(3-methoxyphenyl)acrylate). RXN SMILES: [CH3:1][O:2][C:3]1[CH:4]=[C:5](/[CH:9]=[CH:10]/[C:11]([OH:13])=[O:12])[CH:6]=[CH:7][CH:8]=1.[C:14]([O-])([O-])=O.[K+].[K+].IC>CC(C)=O>[CH3:1][O:2][C:3]1[CH:4]=[C:5](/[CH:9]=[CH:10]/[C:11]([O:13][CH3:14])=[O:12])[CH:6]=[CH:7][CH:8]=1 |f:1.2.3|. Procedure details: A mixture of (E)-3-(3-methoxyphenyl)acrylic acid (3.56 g, 20 mmol). K2CO3 (3.1 g, 22 mmol), and iodomethane (4.0 g, 28 mmol) in acetone (20 mL) was heated to 70° C. for 16 hours. The mixture was concentrated and partitioned between water and ethyl acetate to afford the crude title compound.